Dataset: the Open Reaction Database (ORD), a public repository of structured organic reaction records. Task: describe an organic reaction: reactants, conditions, products, and yield The reactants are C(C)(C)(C)OC(=O)N[C@@H]1C(N(C2=C(CC1)C=CC=C2)CC(=O)O)=O (3-(S)-t-butyloxycarbonylamino-1-carboxymethyl-2,3,4,5-tetrahydro-1H-[1]benzazepin-2-one). Reagents/catalysts: [Rh] (rhodium on carbon). Solvent: C(C)O (ethanol). The product is C(C)(C)(C)OC(=O)N[C@@H]1C(N(C2C(CC1)CCCC2)CC(=O)O)=O (3-(S)-t-butyloxycarbonylamino-1-carboxymethyl-2,3,4,5,5a,6,7,8,9,9a-decahydro-1H-[1]benzazepin-2-one). RXN SMILES: [C:1]([O:5][C:6]([NH:8][C@H:9]1[CH2:15][CH2:14][C:13]2[CH:16]=[CH:17][CH:18]=[CH:19][C:12]=2[N:11]([CH2:20][C:21]([OH:23])=[O:22])[C:10]1=[O:24])=[O:7])([CH3:4])([CH3:3])[CH3:2]>C(O)C.[Rh]>[C:1]([O:5][C:6]([NH:8][C@H:9]1[CH2:15][CH2:14][CH:13]2[CH2:16][CH2:17][CH2:18][CH2:19][CH:12]2[N:11]([CH2:20][C:21]([OH:23])=[O:22])[C:10]1=[O:24])=[O:7])([CH3:4])([CH3:2])[CH3:3]. Reported procedure: A solution of 3-(S)-t-butyloxycarbonylamino-1-carboxymethyl-2,3,4,5-tetrahydro-1H-[1]benzazepin-2-one (5 g) in ethanol (100 ml) was hydrogenated at 45 psi using 5% rhodium on carbon (2 g) as catalyst, until uptake ceased. The catalyst was filtered off (celite) and the solvent removed under pressure to give 3-(S)-t-butyloxycarbonylamino-1-carboxymethyl-2,3,4,5,5a,6,7,8,9,9a-decahydro-1H-[1]benzazepin-2-one which was used without further purification for the next synthetic step. The reactants are N1([C@@H](CCC1=O)C(=O)N[C@@H](CCC)C(=O)N1[C@H](C(=O)N)CCC1)C(=O)OCC1=CC=CC=C1 (Z-Glp-Nva-Pro-NH2), [H][H] (hydrogen). Reagents/catalysts: [Pd] (palladium-on-carbon). Solvent: CO (methanol). The product is N1[C@@H](CCC1=O)C(=O)N[C@@H](CCC)C(=O)N1[C@H](C(=O)N)CCC1 (Glp-Nva-Pro-NH2). The yield is 94.5%. Reaction SMILES: [N:1]1(C(OCC2C=CC=CC=2)=O)[C:5](=[O:6])[CH2:4][CH2:3][C@H:2]1[C:7]([NH:9][C@H:10]([C:14]([N:16]1[CH2:23][CH2:22][CH2:21][C@H:17]1[C:18]([NH2:20])=[O:19])=[O:15])[CH2:11][CH2:12][CH3:13])=[O:8].[H][H]>CO.[Pd]>[NH:1]1[C:5](=[O:6])[CH2:4][CH2:3][C@H:2]1[C:7]([NH:9][C@H:10]([C:14]([N:16]1[CH2:23][CH2:22][CH2:21][C@H:17]1[C:18]([NH2:20])=[O:19])=[O:15])[CH2:11][CH2:12][CH3:13])=[O:8]. Procedure: 1.42 g (3.1 mmoles) of Z-Glp-Nva-Pro-NH2 are dissolved in 30 ml of methanol. 0.2 g of a 10% palladium-on-carbon catalyst are added to the solution, and hydrogen is bubbled through the mixture for 30 minutes. The catalyst is filtered off, the filtrate is evaporated, and the amorphous, solid residue is triturated with ether. The resulting crude product is dissolved in water, the solution is decolourized, filtered, and the clear filtrate is freeze-dried. 0.95 g (94%) of Glp-Nva-Pro-NH2 are obtained... Starting materials: [H-].[Al+3].[Li+].[H-].[H-].[H-] (Lithium aluminum hydride), [OH-].[Na+] (sodium hydroxide), C12CN(CC(CC(C1)C(=O)OC)C2)C(=O)OC(C)(C)C (3-tert-butyl 7-methyl 3-azabicyclo[3.3.1]nonane-3,7-dicarboxylate), O (water), O (water). Solvent: C1CCOC1 (THF), C1CCOC1 (THF). Run at time 30 minute. Yields the product OCC1CC2CN(CC(C1)C2)C(=O)OC(C)(C)C (3-tert-butyl 7-hydroxymethyl-3-azabicyclo[3.3.1]nonane-3-carboxylate). Isolated yield 93.8%. As a reaction SMILES: [H-].[Al+3].[Li+].[H-].[H-].[H-].[CH:7]12[CH2:19][CH:11]([CH2:12][CH:13]([C:15](OC)=[O:16])[CH2:14]1)[CH2:10][N:9]([C:20]([O:22][C:23]([CH3:26])([CH3:25])[CH3:24])=[O:21])[CH2:8]2.O.[OH-].[Na+]>C1COCC1>[OH:16][CH2:15][CH:13]1[CH2:12][CH:11]2[CH2:19][CH:7]([CH2:8][N:9]([C:20]([O:22][C:23]([CH3:26])([CH3:25])[CH3:24])=[O:21])[CH2:10]2)[CH2:14]1 |f:0.1.2.3.4.5,8.9|. Procedure details: Lithium aluminum hydride (2.54 g) was suspended in THF (140 mL), and a solution of 3-tert-butyl 7-methyl 3-azabicyclo[3.3.1]nonane-3,7-dicarboxylate (9.49 g) in THF (27 mL) was added dropwise under ice-cooling. The reaction mixture was stirred for 30 min under ice-cooling, and water (2.54 mL) was slowly added dropwise. To the reaction mixture was added dropwise 15% aqueous sodium hydroxide solution (2.54 mL), and then water (7.5 mL) was added, and the mixture was stirred at room temperature for ...